This data is from the Open Reaction Database (ORD), a public repository of structured organic reaction records. The task is: describe an organic reaction: reactants, conditions, products, and yield Reactants: C1(=CC=CC=C1)OB(O)O (phenylboric acid), C1(=CC=CC=C1)O (phenol), COB(O)O (methylboric acid), alcohol. Yields the product B(OCCCCCC)(OCCCCCC)OCCCCCC (Trihexyl Borate). As a reaction SMILES: [C:1]1(OB(O)O)[CH:6]=[CH:5][CH:4]=[CH:3][CH:2]=1.[CH3:11][O:12][B:13]([OH:15])[OH:14].[C:16]1(O)[CH:21]=[CH:20][CH:19]=[CH:18][CH:17]=1>>[B:13]([O:15][CH2:1][CH2:6][CH2:5][CH2:4][CH2:3][CH3:2])([O:14][CH2:16][CH2:21][CH2:20][CH2:19][CH2:18][CH3:17])[O:12][CH2:11][CH2:3][CH2:2][CH2:1][CH2:6][CH3:5]. Procedure: Reaction is conducted in the same manner as described above except that phenylboric acid or methylboric acid is used instead of boric acid in the above example and a corresponding alcohol or phenol is used instead of hexyl alcohol, and then, the solvent is concentrated under reduced pressure, followed by distillation or crystallization and recrystallization with an appropriate solvent, whereby a corresponding boron compound can be obtained. Starting materials: solution, ClC=1C(=NC2=CC(=CC=C2N1)OC)O (3-chloro-7-methoxyquinoxalin-2-ol), C(=O)([O-])[O-].[Cs+].[Cs+] (Cs2CO3), BrC1=CC=C(C=C1)S(=O)(=O)O[C@H]1C[C@H](N(C1)C(=O)OC(C)(C)C)C(=O)OC (1-tert-butyl 2-methyl (2S,4S)-4-{[(4-bromophenyl)sulfonyl]oxy}pyrrolidine-1,2-dicarboxylate), BrC1=CC=C(C=C1)S(=O)(=O)O[C@H]1C[C@H](N(C1)C(=O)OC(C)(C)C)C(=O)OC (1-tert-butyl 2-methyl (2S,4S)-4-{[(4-bromophenyl)sulfonyl]oxy}pyrrolidine-1,2-dicarboxylate). Solvent: O (H2O), CCOC(=O)C (EtOAc), CN1CCCC1=O (NMP). Reaction conditions: temperature 50 celsius, time 18 hour. The product is ClC=1C(=NC2=CC(=CC=C2N1)OC)O[C@@H]1C[C@H](N(C1)C(=O)OC(C)(C)C)C(=O)OC (1-tert-butyl 2-methyl (2S,4R)-4-[(3-chloro-7-methoxyquinoxalin-2-yl)oxy]pyrrolidine-1,2-dicarboxylate). Isolated yield 35.0%. As a reaction SMILES: [Cl:1][C:2]1[C:3]([OH:14])=[N:4][C:5]2[C:10]([N:11]=1)=[CH:9][CH:8]=[C:7]([O:12][CH3:13])[CH:6]=2.C([O-])([O-])=O.[Cs+].[Cs+].BrC1C=CC(S(O[C@@H:32]2[CH2:36][N:35]([C:37]([O:39][C:40]([CH3:43])([CH3:42])[CH3:41])=[O:38])[C@H:34]([C:44]([O:46][CH3:47])=[O:45])[CH2:33]2)(=O)=O)=CC=1>CN1C(=O)CCC1.O.CCOC(C)=O>[Cl:1][C:2]1[C:3]([O:14][C@H:32]2[CH2:36][N:35]([C:37]([O:39][C:40]([CH3:43])([CH3:42])[CH3:41])=[O:38])[C@H:34]([C:44]([O:46][CH3:47])=[O:45])[CH2:33]2)=[N:4][C:5]2[C:10]([N:11]=1)=[CH:9][CH:8]=[C:7]([O:12][CH3:13])[CH:6]=2 |f:1.2.3|. Procedure details: A solution (0.35M) of the product of step 2 in NMP was treated with Cs2CO3 (1.5 eq) and 1-tert-butyl 2-methyl (2S,4S)-4-{[(4-bromophenyl)sulfonyl]oxy}pyrrolidine-1,2-dicarboxylate (1.1 eq). The resulting mixture was stirred at 50° C. for 18 hours, then a further portion (0.1 eq) of 1-tert-butyl 2-methyl (2S,4S)-4-{[(4-bromophenyl)sulfonyl]oxy}pyrrolidine-1,2-dicarboxylate was added. After stirring for 2 hours, the mixture was cooled and diluted with H2O and EtOAc. The organic phases were washed ... Reaction conditions: time 20 hour. The product is ClC=1C(=NC=C(C1)C(F)(F)F)S(=O)CC1=C(C=CC=C1)NC(OC)=O (methyl N-[2-(3-chloro-5-trifluoromethyl-2-pyridylsulfinylmethyl)phenyl]carbamate). RXN SMILES: Cl[C:2]1C=CC=C(C(OO)=O)C=1.[Cl:12][C:13]1[C:14]([S:23][CH2:24][C:25]2[CH:30]=[CH:29][CH:28]=[CH:27][C:26]=2[NH:31][C:32](=[O:34])[O-:33])=[N:15][CH:16]=[C:17]([C:19]([F:22])([F:21])[F:20])[CH:18]=1.[OH2:35]>C(Cl)Cl>[Cl:12][C:13]1[C:14]([S:23]([CH2:24][C:25]2[CH:30]=[CH:29][CH:28]=[CH:27][C:26]=2[NH:31][C:32](=[O:33])[O:34][CH3:2])=[O:35])=[N:15][CH:16]=[C:17]([C:19]([F:20])([F:22])[F:21])[CH:18]=1. Starting materials: ClC1=CC(=CC=C1)C(=O)OO (m-chloroperbenzoic acid), ClC=1C(=NC=C(C1)C(F)(F)F)SCC1=C(C=CC=C1)NC([O-])=O (N-[2-(3-chloro-5-trifluoromethyl-2-pyridylthiomethyl)phenyl]carbamate), O (water). The solvent is C(Cl)Cl (methylene chloride). Reported procedure: 0.41 g of m-chloroperbenzoic acid was added little by little to a solution of 0.75 g of N-[2-(3-chloro-5-trifluoromethyl-2-pyridylthiomethyl)phenyl]carbamate obtained in the same manner as Synthesis Example 1 (Compound No. 1) in 20 ml of methylene chloride under stirring At room temperature. After completion of the addition, the reaction was continued at room temperature for 20 hours. The reaction mixture was poured into water, subjected to extraction with ethyl acetate, washed with water, and d...